This data is from the Open Reaction Database (ORD), a public repository of structured organic reaction records. The task is: describe an organic reaction: reactants, conditions, products, and yield As a reaction SMILES: [Br:42][c:43]1[c:44]([F:52])[cH:45][cH:46][c:47]2[n:48]1[cH:49][cH:50][n:51]2.[Cu+:144].[O:1]1[CH2:2][CH2:3][N:4]([c:7]2[c:8]3[c:9]([n:10][c:11]([Sn:13]([CH2:14][CH2:15][CH2:16][CH3:17])([CH2:18][CH2:19][CH2:20][CH3:21])[CH2:22][CH2:23][CH2:24][CH3:25])[n:12]2)[cH:26][c:27]([CH2:29][N:30]2[CH2:31][CH2:32][N:33]([C:36]([C:37](=[O:38])[NH2:39])([CH3:40])[CH3:41])[CH2:34][CH2:35]2)[s:28]3)[CH2:5][CH2:6]1.[O:53]1[CH2:54][CH2:55][O:56][CH2:57][CH2:58]1.[cH:59]1[cH:60][cH:61][c:62]([P:63]([Pd:64]([P:65]([c:66]2[cH:67][cH:68][cH:69][cH:70][cH:71]2)([c:72]2[cH:73][cH:74][cH:75][cH:76][cH:77]2)[c:78]2[cH:79][cH:80][cH:81][cH:82][cH:83]2)([P:84]([c:85]2[cH:86][cH:87][cH:88][cH:89][cH:90]2)([c:91]2[cH:92][cH:93][cH:94][cH:95][cH:96]2)[c:97]2[cH:98][cH:99][cH:100][cH:101][cH:102]2)[P:103]([c:104]2[cH:105][cH:106][cH:107][cH:108][cH:109]2)([c:110]2[cH:111][cH:112][cH:113][cH:114][cH:115]2)[c:116]2[cH:117][cH:118][cH:119][cH:120][cH:121]2)([c:122]2[cH:123][cH:124][cH:125][cH:126][cH:127]2)[c:128]2[cH:129][cH:130][cH:131][cH:132][cH:133]2)[cH:134][cH:135]1.[s:136]1[cH:137][cH:138][cH:139][c:140]1[C:141]([O-:142])=[O:143]>>[O:1]1[CH2:2][CH2:3][N:4]([c:7]2[c:8]3[c:9]([n:10][c:11](-[c:43]4[c:44]([F:52])[cH:45][cH:46][c:47]5[n:48]4[cH:49][cH:50][n:51]5)[n:12]2)[cH:26][c:27]([CH2:29][N:30]2[CH2:31][CH2:32][N:33]([C:36]([C:37](=[O:38])[NH2:39])([CH3:40])[CH3:41])[CH2:34][CH2:35]2)[s:28]3)[CH2:5][CH2:6]1. Yields the product CC(C)(C(N)=O)N1CCN(Cc2cc3nc(-c4c(F)ccc5nccn45)nc(N4CCOCC4)c3s2)CC1. Starting materials: Fc1ccc2nccn2c1Br, [Cu+], CCCC[Sn](CCCC)(CCCC)c1nc(N2CCOCC2)c2sc(CN3CCN(C(C)(C)C(N)=O)CC3)cc2n1, C1COCCO1, c1ccc(P(c2ccccc2)(c2ccccc2)[Pd](P(c2ccccc2)(c2ccccc2)c2ccccc2)(P(c2ccccc2)(c2ccccc2)c2ccccc2)P(c2ccccc2)(c2ccccc2)c2ccccc2)cc1, O=C([O-])c1cccs1. Reactants: CC(C)CCCCCCCCCC(CC(=O)OCC(=O)c1ccc(Br)cc1)OCc1ccccc1, CC(=O)O, ClCCl, [Zn]. Product: CC(C)CCCCCCCCCC(CC(=O)O)OCc1ccccc1. RXN SMILES: [CH2:1]([c:2]1[cH:3][cH:4][cH:5][cH:6][cH:7]1)[O:8][CH:9]([CH2:10][C:11](=[O:12])[O:13][CH2:14][C:15]([c:16]1[cH:17][cH:18][c:19]([Br:20])[cH:21][cH:22]1)=[O:23])[CH2:24][CH2:25][CH2:26][CH2:27][CH2:28][CH2:29][CH2:30][CH2:31][CH2:32][CH:33]([CH3:34])[CH3:35].[CH3:36][C:37](=[O:38])[OH:39].[Cl:40][CH2:41][Cl:42].[Zn:43]>>[CH2:1]([c:2]1[cH:3][cH:4][cH:5][cH:6][cH:7]1)[O:8][CH:9]([CH2:10][C:11](=[O:12])[OH:13])[CH2:24][CH2:25][CH2:26][CH2:27][CH2:28][CH2:29][CH2:30][CH2:31][CH2:32][CH:33]([CH3:34])[CH3:35]. RXN SMILES: [Br:29][CH2:30][C:31](=[O:32])[c:33]1[s:34][c:35]([Cl:38])[cH:36][cH:37]1.[CH2:1]([CH3:2])[c:3]1[cH:4][c:5]2[c:6]([n:7]([CH2:13][c:14]3[cH:15][cH:16][c:17](-[c:20]4[c:21]([C:26]#[N:27])[cH:22][cH:23][cH:24][cH:25]4)[cH:18][cH:19]3)[c:8](=[O:12])[nH:9][c:10]2=[O:11])[s:28]1.[CH3:39][N:40]([CH3:41])[CH:42]=[O:43].[CH3:46][CH2:47][O:48][C:49](=[O:50])[CH3:51].[H-:44].[Na+:45]>>[CH2:1]([CH3:2])[c:3]1[cH:4][c:5]2[c:6]([n:7]([CH2:13][c:14]3[cH:15][cH:16][c:17](-[c:20]4[c:21]([C:26]#[N:27])[cH:22][cH:23][cH:24][cH:25]4)[cH:18][cH:19]3)[c:8](=[O:12])[n:9]([CH2:30][C:31](=[O:32])[c:33]3[s:34][c:35]([Cl:38])[cH:36][cH:37]3)[c:10]2=[O:11])[s:28]1. Product: CCc1cc2c(=O)n(CC(=O)c3ccc(Cl)s3)c(=O)n(Cc3ccc(-c4ccccc4C#N)cc3)c2s1. Reactants: O=C(CBr)c1ccc(Cl)s1, CCc1cc2c(=O)[nH]c(=O)n(Cc3ccc(-c4ccccc4C#N)cc3)c2s1, CN(C)C=O, CCOC(C)=O, [H-], [Na+].